Dataset: the Open Reaction Database (ORD), a public repository of structured organic reaction records. Task: describe an organic reaction: reactants, conditions, products, and yield The reactants are BrCCCCOc1ccc2c(c1)CCC2, Cc1nc2cc(OCC(O)CN3CCNCC3)ccc2s1, CCO, CCN(C(C)C)C(C)C. Yields the product Cc1nc2cc(OCC(O)CN3CCN(CCCCOc4ccc5c(c4)CCC5)CC3)ccc2s1. Reaction SMILES: [Br:1][CH2:2][CH2:3][CH2:4][CH2:5][O:6][c:7]1[cH:8][c:9]2[c:13]([cH:14][cH:15]1)[CH2:12][CH2:11][CH2:10]2.[CH3:16][c:17]1[s:18][c:19]2[c:20]([n:21]1)[cH:22][c:23]([O:26][CH2:27][CH:28]([CH2:29][N:30]1[CH2:31][CH2:32][NH:33][CH2:34][CH2:35]1)[OH:36])[cH:24][cH:25]2.[CH3:46][CH2:47][OH:48].[CH:37]([N:38]([CH2:39][CH3:40])[CH:41]([CH3:42])[CH3:43])([CH3:44])[CH3:45]>>[CH2:2]([CH2:3][CH2:4][CH2:5][O:6][c:7]1[cH:8][c:9]2[c:13]([cH:14][cH:15]1)[CH2:12][CH2:11][CH2:10]2)[N:33]1[CH2:32][CH2:31][N:30]([CH2:29][CH:28]([CH2:27][O:26][c:23]2[cH:22][c:20]3[c:19]([s:18][c:17]([CH3:16])[n:21]3)[cH:25][cH:24]2)[OH:36])[CH2:35][CH2:34]1. Reactants: B(OC)(OC)OC (trimethyl borate), COC(C)COC(C)COC(C)CO (tripropylene glycol monomethyl ether). Run at temperature 60 celsius, time 1 hour. Product: ester, B(O)(O)O (boric acid), B(OC)(OC)OC (trimethyl borate). As a reaction SMILES: [B:1]([O:6][CH3:7])([O:4][CH3:5])[O:2][CH3:3].COC(COC(COC(CO)C)C)C>>[B:1]([OH:6])([OH:4])[OH:2].[B:1]([O:6][CH3:7])([O:4][CH3:5])[O:2][CH3:3]. Reported procedure: Then, 207.6 g (2.0 mols) of trimethyl borate was added to 618 g (3.0 mols) of tripropylene glycol monomethyl ether. The mixture was heated to 60° C. with stirring in a dry nitrogen atmosphere. After the mixture was kept at 60° C. for 1 hour, it was heated to 120° C. over a period of 1 hour. After the temperature reached 120° C., the pressure in the system was gradually reduced. The system was kept at a pressure of 2.67 kPa (20 mmHg) or lower for 3 hours to remove volatile matters produced with p... The reactants are [H][H] (hydrogen), [H][H] (hydrogen), stainless steel, PTFE, C1(CCC2=CC=3CCCC3C=C12)=O (3,5,6,7-tetrahydro-s-indacen-1(2H)-one), C1(CCCCC1)C=O (cyclohexanecarbaldehyde), [OH-].[K+] (potassium hydroxide). Reagents/catalysts: [Pd] (Pd on charcoal). Run in C(C)O (ethanol). Run at time 3 hour. The product is C1(CCCCC1)CC1C(C2=CC=3CCCC3C=C2C1)=O (2-(Cyclohexylmethyl)-3,5,6,7-tetrahydro-s-indacen-1(2H)-one). Reaction SMILES: [C:1]1(=[O:13])[C:12]2[C:4](=[CH:5][C:6]3[CH2:7][CH2:8][CH2:9][C:10]=3[CH:11]=2)[CH2:3][CH2:2]1.[CH:14]1([CH:20]=O)[CH2:19][CH2:18][CH2:17][CH2:16][CH2:15]1.[OH-].[K+].[H][H]>[Pd].C(O)C>[CH:14]1([CH2:20][CH:2]2[CH2:3][C:4]3[C:12](=[CH:11][C:10]4[CH2:9][CH2:8][CH2:7][C:6]=4[CH:5]=3)[C:1]2=[O:13])[CH2:19][CH2:18][CH2:17][CH2:16][CH2:15]1 |f:2.3|. Procedure: In argon atmosphere, a 250 ml Berghof stainless steel autoclave with PTFE leaner was charged with 25.0 g (0.145 mol) of 3,5,6,7-tetrahydro-s-indacen-1(2H)-one, 20.0 g (0.178 mmol) of cyclohexanecarbaldehyde, 2.0 g (0.036 mol) of potassium hydroxide, 2.0 g of 10% Pd on charcoal and 150 ml of 96% ethanol. This reactor was flashed by hydrogen, and then hydrogen was fed to a pressure of 3 atm. This mixture was stirred for 3 h at room temperature. The resulting mixture was filtered through glass frit... The reactants are CC(C)CC1(CC(=O)NOCc2ccccc2)C(=O)N(CCc2ccccc2)C(=O)N1C, CCO, O=C[O-], [NH4+]. The product is CC(C)CC1(CC(=O)NO)C(=O)N(CCc2ccccc2)C(=O)N1C. As a reaction SMILES: [CH2:5]([c:6]1[cH:7][cH:8][cH:9][cH:10][cH:11]1)[O:12][NH:13][C:14]([CH2:15][C:16]1([CH2:32][CH:33]([CH3:34])[CH3:35])[N:17]([CH3:31])[C:18](=[O:30])[N:19]([CH2:22][CH2:23][c:24]2[cH:25][cH:26][cH:27][cH:28][cH:29]2)[C:20]1=[O:21])=[O:36].[CH3:37][CH2:38][OH:39].[CH:1]([O-:2])=[O:3].[NH4+:4]>>[OH:12][NH:13][C:14]([CH2:15][C:16]1([CH2:32][CH:33]([CH3:34])[CH3:35])[N:17]([CH3:31])[C:18](=[O:30])[N:19]([CH2:22][CH2:23][c:24]2[cH:25][cH:26][cH:27][cH:28][cH:29]2)[C:20]1=[O:21])=[O:36].